Dataset: the Open Reaction Database (ORD), a public repository of structured organic reaction records. Task: describe an organic reaction: reactants, conditions, products, and yield Starting materials: O=C(Cl)C(=O)Cl, ClCCl, N#Cc1ccc(F)c(N)c1, CN(C)C=O, c1ccncc1, O=C(O)c1cnc2ccccn12. Product: N#Cc1ccc(F)c(NC(=O)c2cnc3ccccn23)c1. RXN SMILES: [Cl:13][C:14]([C:15]([Cl:16])=[O:17])=[O:18].[Cl:34][CH2:35][Cl:36].[NH2:24][c:25]1[cH:26][c:27]([C:28]#[N:29])[cH:30][cH:31][c:32]1[F:33].[O:19]=[CH:20][N:21]([CH3:22])[CH3:23].[cH:37]1[cH:38][cH:39][n:40][cH:41][cH:42]1.[n:1]1[cH:2][c:3]([C:10](=[O:11])[OH:12])[n:4]2[c:5]1[cH:6][cH:7][cH:8][cH:9]2>>[n:1]1[cH:2][c:3]([C:10](=[O:12])[NH:24][c:25]2[cH:26][c:27]([C:28]#[N:29])[cH:30][cH:31][c:32]2[F:33])[n:4]2[c:5]1[cH:6][cH:7][cH:8][cH:9]2. Starting materials: CC#N, C#CC1CCC(C#N)N1C(=O)CCl, NC1CCCCC1. Yields the product C#CC1CCC(C#N)N1C(=O)CNC1CCCCC1. RXN SMILES: [CH3:21][C:22]#[N:23].[Cl:1][CH2:2][C:3](=[O:4])[N:5]1[CH:6]([C:12]#[N:13])[CH2:7][CH2:8][CH:9]1[C:10]#[CH:11].[NH2:14][CH:15]1[CH2:16][CH2:17][CH2:18][CH2:19][CH2:20]1>>[CH2:2]([C:3](=[O:4])[N:5]1[CH:6]([C:12]#[N:13])[CH2:7][CH2:8][CH:9]1[C:10]#[CH:11])[NH:14][CH:15]1[CH2:16][CH2:17][CH2:18][CH2:19][CH2:20]1.